Task: describe an organic reaction: reactants, conditions, products, and yield. Dataset: the Open Reaction Database (ORD), a public repository of structured organic reaction records Starting materials: B(Cl)(Cl)Cl (BCl3), C[Si](C)(C)C1(C=CC=C1)B(Cl)Cl (Trimethylsilyl-cyclopentadienyl-dichloroborane), C[Si](C)(C)C=1C(C2=CC=CC=C2C1)[Si](C)(C)C (Bis-(trimethylsilyl)-indene), C(=O)=O (dry ice). Run at temperature -30 celsius, time 3 hour. Yields the product C[Si](C)(C)C=1C(C2=CC=CC=C2C1)B(Cl)Cl (Trimethylsilyl-dichloroboranyl-indene). RXN SMILES: C[Si](C1([B:10]([Cl:12])[Cl:11])C=CC=C1)(C)C.[CH3:13][Si:14]([C:17]1[CH:18]([Si](C)(C)C)[C:19]2[C:24]([CH:25]=1)=[CH:23][CH:22]=[CH:21][CH:20]=2)([CH3:16])[CH3:15].C(=O)=O.B(Cl)(Cl)Cl>>[CH3:13][Si:14]([C:17]1[CH:18]([B:10]([Cl:12])[Cl:11])[C:19]2[C:24]([CH:25]=1)=[CH:23][CH:22]=[CH:21][CH:20]=2)([CH3:16])[CH3:15]. Procedure details: In a manner similar to the preparation of compound 2, 12.3 g (0.047 mol) of compound 13 were introduced into a round-bottomed flask which was cooled to -30° C. and had a reflux condenser cooled with dry ice. 5.6 g (0.046 mol) of BCl3 were added to this. When the addition was complete, the cooling bath was removed and the reaction mixture warmed to room temperature and was stirred for 3 hours. The temperature was then raised to 55° C. for 6 hours. After cooling and removal of the volatile content...